From a dataset of the Open Reaction Database (ORD), a public repository of structured organic reaction records. describe an organic reaction: reactants, conditions, products, and yield Reactants: C[Sn](C)(C)C (tetramethyl tin), tetrakistriphenylphosphine palladium, C1(CCCCC1)P(C1CCCCC1)C1CCCCC1 (tricyclohexylphosphine), Cl (hydrochloric acid), BrC=1C(=CC=C2C=3C(C4=C(C(C3NC12)(C)C)C=C(C=C4)OC[C@@H]4OC(OC4)(C)C)=O)C#N (4-bromo-8-((S)-2,2-dimethyl-[1,3]dioxolan-4-yl methoxy)-6,6-dimethyl-11-oxo-6,11-dihydro-5H-benzo[b]carbazole-3-carbonitrile), [Cl-].[Li+] (lithium chloride). The solvent is CN(C)C=O (DMF). Reaction conditions: temperature 100 celsius, time 24 hour. The product is CC1(OC[C@@H](O1)COC=1C=CC2=C(C(C=3NC4=C(C(=CC=C4C3C2=O)C#N)C)(C)C)C1)C (8-((S)-2,2-dimethyl-[1,3]dioxolan-4-ylmethoxy)-4,6,6-trimethyl-11-oxo-6,11-dihydro-5H-benzo[b]carbazole-3-carbonitrile), crude product. The yield is 80.0%. RXN SMILES: Br[C:2]1[C:3]([C:31]#[N:32])=[CH:4][CH:5]=[C:6]2[C:14]=1[NH:13][C:12]1[C:11]([CH3:16])([CH3:15])[C:10]3[CH:17]=[C:18]([O:21][CH2:22][C@H:23]4[CH2:27][O:26][C:25]([CH3:29])([CH3:28])[O:24]4)[CH:19]=[CH:20][C:9]=3[C:8](=[O:30])[C:7]2=1.[Cl-].[Li+].[CH3:35][Sn](C)(C)C.C1(P(C2CCCCC2)C2CCCCC2)CCCCC1.Cl>CN(C=O)C>[CH3:29][C:25]1([CH3:28])[O:24][C@@H:23]([CH2:22][O:21][C:18]2[CH:19]=[CH:20][C:9]3[C:8](=[O:30])[C:7]4[C:6]5[C:14](=[C:2]([CH3:35])[C:3]([C:31]#[N:32])=[CH:4][CH:5]=5)[NH:13][C:12]=4[C:11]([CH3:16])([CH3:15])[C:10]=3[CH:17]=2)[CH2:27][O:26]1 |f:1.2|. Reported procedure: Under nitrogen atmosphere, 4-bromo-8-((S)-2,2-dimethyl-[1,3]dioxolan-4-yl methoxy)-6,6-dimethyl-11-oxo-6,11-dihydro-5H-benzo[b]carbazole-3-carbonitrile (Compound U8-1, 30.0 mg, 60.56 μmol) and lithium chloride (7.70 mg, 181.7 μmol) were dissolved in DMF (1.00 mL), added with tetramethyl tin (12.5 μL, 90.84 μmol), tetrakistriphenylphosphine palladium (3.50 mg, 6.056 μmol) and tricyclohexylphosphine (toluene solution, 20 wt %, 17.0 mg, 3.028 μmol), and the mixture was stirred at 100° C. for 24 hr.... Reactants: COCC(=O)Cl (methoxyacetyl chloride), C(C1=CC=CC=C1)N1CCC(CC1)NC1=CC(=C(C=C1)Cl)Cl (1-benzyl-4-[(3,4-dichlorophenyl)amino]piperidine). The solvent is O1CCCC1 (tetrahydrofuran). Yields the product C(C1=CC=CC=C1)N1CCC(CC1)N(C(COC)=O)C1=CC(=C(C=C1)Cl)Cl (1-Benzyl-4-[N-methoxyacetyl-(3,4-dichlorophenyl)amino]piperidine). As a reaction SMILES: [CH3:1][O:2][CH2:3][C:4](Cl)=[O:5].[CH2:7]([N:14]1[CH2:19][CH2:18][CH:17]([NH:20][C:21]2[CH:26]=[CH:25][C:24]([Cl:27])=[C:23]([Cl:28])[CH:22]=2)[CH2:16][CH2:15]1)[C:8]1[CH:13]=[CH:12][CH:11]=[CH:10][CH:9]=1>O1CCCC1>[CH2:7]([N:14]1[CH2:19][CH2:18][CH:17]([N:20]([C:21]2[CH:26]=[CH:25][C:24]([Cl:27])=[C:23]([Cl:28])[CH:22]=2)[C:4](=[O:5])[CH2:3][O:2][CH3:1])[CH2:16][CH2:15]1)[C:8]1[CH:9]=[CH:10][CH:11]=[CH:12][CH:13]=1. Procedure details: 12 mmol of methoxyacetyl chloride are added to 12 mmol of 1-benzyl-4-[(3,4-dichlorophenyl)amino]piperidine obtained in the preceding stage in 50 ml of anhydrous tetrahydrofuran (THF). The mixture is brought to reflux for 3 hours. After cooling, the expected product is obtained by filtering the precipitate, which is washed with THF and dried. The reactants are S(=O)(Cl)Cl (Thionyl chloride), CC1=NC(=C(C(=C1C)NCCCO)[N+](=O)[O-])OC1=CC=CC=C1 (3-[(2,3-dimethyl-5-nitro-6-phenoxypyridin-4-yl)amino]propan-1-ol). The solvent is ClCCl (dichloromethane). Run at time 0.5 hour. The product is Cl.ClCCCNC1=C(C(=NC(=C1[N+](=O)[O-])OC1=CC=CC=C1)C)C (N-(3-chloropropyl)-2,3-dimethyl-5-nitro-6-phenoxypyridin-4-amine hydrochloride). Yield: 187.0%. RXN SMILES: S(Cl)([Cl:3])=O.[CH3:5][C:6]1[C:11]([CH3:12])=[C:10]([NH:13][CH2:14][CH2:15][CH2:16]O)[C:9]([N+:18]([O-:20])=[O:19])=[C:8]([O:21][C:22]2[CH:27]=[CH:26][CH:25]=[CH:24][CH:23]=2)[N:7]=1>ClCCl>[ClH:3].[Cl:3][CH2:16][CH2:15][CH2:14][NH:13][C:10]1[C:9]([N+:18]([O-:20])=[O:19])=[C:8]([O:21][C:22]2[CH:27]=[CH:26][CH:25]=[CH:24][CH:23]=2)[N:7]=[C:6]([CH3:5])[C:11]=1[CH3:12] |f:3.4|. Procedure: Thionyl chloride (2.86 mL, 39.2 mmol) was added to a chilled (0° C.) solution of 3-[(2,3-dimethyl-5-nitro-6-phenoxypyridin-4-yl)amino]propan-1-ol (11.3 g, 35.6 mmol) in dichloromethane (170 mL). The reaction mixture was stirred at ambient temperature for 0.5 hr and then heated at reflux for 0.5 hr. The reaction mixture was allowed to cool to ambient temperature. A precipitate was isolated by filtration and then dried under vacuum to provide 13.64 g of N-(3-chloropropyl)-2,3-dimethyl-5-nitro-6-ph... Reactants: Clc1ncccn1, CCOC1CNCCC1NC(=O)c1nc(Cl)c(CC)[nH]1, Cl, [Na+], [Na+], O=C([O-])[O-], CN(C)C=O. The product is CCOC1CN(c2ncccn2)CCC1NC(=O)c1nc(Cl)c(CC)[nH]1. RXN SMILES: [Cl:22][c:23]1[n:24][cH:25][cH:26][cH:27][n:28]1.[Cl:2][c:3]1[n:4][c:5]([C:10](=[O:11])[NH:12][CH:13]2[CH:14]([O:19][CH2:20][CH3:21])[CH2:15][NH:16][CH2:17][CH2:18]2)[nH:6][c:7]1[CH2:8][CH3:9].[ClH:1].[Na+:29].[Na+:30].[O-:31][C:32](=[O:33])[O-:34].[O:35]=[CH:36][N:37]([CH3:38])[CH3:39]>>[Cl:2][c:3]1[n:4][c:5]([C:10](=[O:11])[NH:12][CH:13]2[CH:14]([O:19][CH2:20][CH3:21])[CH2:15][N:16]([c:23]3[n:24][cH:25][cH:26][cH:27][n:28]3)[CH2:17][CH2:18]2)[nH:6][c:7]1[CH2:8][CH3:9]. Reactants: CCC1C=C(C)CC(C)CC(OC)C2OC(O)(C(=O)C(=O)N3CCCCC3C(=O)OC(C(C)=CC3CCC(O[Si](C)(C)C(C)(C)C)C(OC)C3)C(C)C(O[Si](C)(C)C(C)(C)C)CC1=O)C(C)CC2OC, CC#N, CCOC(C)=O, F. Product: CCC1C=C(C)CC(C)CC(OC)C2OC(O)(C(=O)C(=O)N3CCCCC3C(=O)OC(C(C)=CC3CCC(O)C(OC)C3)C(C)C(O[Si](C)(C)C(C)(C)C)CC1=O)C(C)CC2OC. RXN SMILES: [CH2:1]([CH3:2])[CH:3]1[C:4](=[O:70])[CH2:5][CH:6]([O:62][Si:63]([CH3:64])([CH3:65])[C:66]([CH3:67])([CH3:68])[CH3:69])[CH:7]([CH3:61])[CH:8]([C:42](=[CH:43][CH:44]2[CH2:45][CH:46]([O:58][CH3:59])[CH:47]([O:50][Si:51]([C:52]([CH3:53])([CH3:54])[CH3:55])([CH3:56])[CH3:57])[CH2:48][CH2:49]2)[CH3:60])[O:9][C:10](=[O:41])[CH:11]2[CH2:12][CH2:13][CH2:14][CH2:15][N:16]2[C:17](=[O:40])[C:18](=[O:39])[C:19]2([OH:38])[CH:20]([CH3:37])[CH2:21][CH:22]([O:35][CH3:36])[CH:23]([CH:24]([O:32][CH3:33])[CH2:25][CH:26]([CH3:31])[CH2:27][C:28]([CH3:30])=[CH:29]1)[O:34]2.[CH3:72][C:73]#[N:74].[CH3:75][CH2:76][O:77][C:78](=[O:79])[CH3:80].[FH:71]>>[CH2:1]([CH3:2])[CH:3]1[C:4](=[O:70])[CH2:5][CH:6]([O:62][Si:63]([CH3:64])([CH3:65])[C:66]([CH3:67])([CH3:68])[CH3:69])[CH:7]([CH3:61])[CH:8]([C:42](=[CH:43][CH:44]2[CH2:45][CH:46]([O:58][CH3:59])[CH:47]([OH:50])[CH2:48][CH2:49]2)[CH3:60])[O:9][C:10](=[O:41])[CH:11]2[CH2:12][CH2:13][CH2:14][CH2:15][N:16]2[C:17](=[O:40])[C:18](=[O:39])[C:19]2([OH:38])[CH:20]([CH3:37])[CH2:21][CH:22]([O:35][CH3:36])[CH:23]([CH:24]([O:32][CH3:33])[CH2:25][CH:26]([CH3:31])[CH2:27][C:28]([CH3:30])=[CH:29]1)[O:34]2. Reactants: CCOC(=O)C(O)c1c(F)ccc(O[Si](c2ccccc2)(c2ccccc2)C(C)(C)C)c1F, CI. Product: CCOC(=O)C(OC)c1c(F)ccc(O[Si](c2ccccc2)(c2ccccc2)C(C)(C)C)c1F. Reaction SMILES: [CH2:1]([CH3:2])[O:3][C:4]([CH:5]([OH:6])[c:7]1[c:8]([F:32])[c:9]([O:14][Si:15]([c:16]2[cH:17][cH:18][cH:19][cH:20][cH:21]2)([c:22]2[cH:23][cH:24][cH:25][cH:26][cH:27]2)[C:28]([CH3:29])([CH3:30])[CH3:31])[cH:10][cH:11][c:12]1[F:13])=[O:33].[I:34][CH3:35]>>[CH2:1]([CH3:2])[O:3][C:4]([CH:5]([O:6][CH3:35])[c:7]1[c:8]([F:32])[c:9]([O:14][Si:15]([c:16]2[cH:17][cH:18][cH:19][cH:20][cH:21]2)([c:22]2[cH:23][cH:24][cH:25][cH:26][cH:27]2)[C:28]([CH3:29])([CH3:30])[CH3:31])[cH:10][cH:11][c:12]1[F:13])=[O:33]. Reaction SMILES: [Br:24][CH2:25][CH2:26][CH2:27][CH2:28][CH2:29][C:30]([CH3:31])([CH3:32])[OH:33].[C:18](=[O:19])([O-:20])[O-:21].[CH2:1]([CH2:2][CH2:3][CH3:4])[n:5]1[cH:6][n:7][c:8]2[n:9]([CH2:16][CH3:17])[c:10](=[O:15])[nH:11][c:12](=[O:14])[c:13]12.[CH3:34][N:35]([CH3:36])[CH:37]=[O:38].[K+:22].[K+:23]>>[CH2:1]([CH2:2][CH2:3][CH3:4])[n:5]1[cH:6][n:7][c:8]2[n:9]([CH2:16][CH3:17])[c:10](=[O:15])[n:11]([CH2:25][CH2:26][CH2:27][CH2:28][CH2:29][C:30]([CH3:31])([CH3:32])[OH:33])[c:12](=[O:14])[c:13]12. Yields the product CCCCn1cnc2c1c(=O)n(CCCCCC(C)(C)O)c(=O)n2CC. Reactants: CC(C)(O)CCCCCBr, O=C([O-])[O-], CCCCn1cnc2c1c(=O)[nH]c(=O)n2CC, CN(C)C=O, [K+], [K+]. Starting materials: COC(=O)C1CC(S(=O)(=O)CC2CC2)CN1C(=O)C1(C)CC1, [Li+], [OH-]. Product: CC1(C(=O)N2CC(S(=O)(=O)CC3CC3)CC2C(=O)O)CC1. RXN SMILES: [CH3:1][O:2][C:3](=[O:4])[CH:5]1[N:6]([C:17](=[O:18])[C:19]2([CH3:22])[CH2:20][CH2:21]2)[CH2:7][CH:8]([S:10](=[O:11])(=[O:12])[CH2:13][CH:14]2[CH2:15][CH2:16]2)[CH2:9]1.[Li+:23].[OH-:24]>>[O:2]=[C:3]([OH:4])[CH:5]1[N:6]([C:17](=[O:18])[C:19]2([CH3:22])[CH2:20][CH2:21]2)[CH2:7][CH:8]([S:10](=[O:11])(=[O:12])[CH2:13][CH:14]2[CH2:15][CH2:16]2)[CH2:9]1.